From a dataset of the Open Reaction Database (ORD), a public repository of structured organic reaction records. describe an organic reaction: reactants, conditions, products, and yield Reaction SMILES: [CH3:1][O:2][C:3]1[CH:11]=[CH:10][CH:9]=[C:8]2[C:4]=1[CH:5]([OH:22])[N:6]([C:13]([CH3:21])([C:15]1[CH:20]=[CH:19][CH:18]=[CH:17][CH:16]=1)[CH3:14])[C:7]2=[O:12].CN(CCN(C)C)C.C([Li])(CC)C.CCCCCC.[I:42]I>C1COCC1>[CH3:1][O:2][C:3]1[CH:11]=[CH:10][C:9]([I:42])=[C:8]2[C:4]=1[CH:5]([OH:22])[N:6]([C:13]([CH3:14])([C:15]1[CH:20]=[CH:19][CH:18]=[CH:17][CH:16]=1)[CH3:21])[C:7]2=[O:12] |f:2.3|. Procedure details: In a similar manner to Step 3 of Example 16, 4-methoxy-3-hydroxy-2-(1-methyl-1-phenylethyl)isoindolinone (3.55 g, 11.9 mmol) was dissolved in THF (140 mL), and the solution was treated with TMEDA (4.00 mL, 26.2 mmol), sec-butyllithium-hexane solution (0.99 mol/L, 26.4 mL, 26.2 mmol) and iodine (3.62 g, 14.3 mmol), followed by purification by flash column chromatography (hexane/ethyl acetate=9/1, 7/3) to obtain 4-methoxy-3-hydroxy-7-iodo-2-(1-methyl-1-phenylethyl)isoindolinone (3.88 g, yield 77%)... Isolated yield 77.0%. Starting materials: CN(C)CCN(C)C (TMEDA), C(C)(CC)[Li].CCCCCC (sec-butyllithium hexane), II (iodine), COC1=C2C(N(C(C2=CC=C1)=O)C(C)(C1=CC=CC=C1)C)O (4-methoxy-3-hydroxy-2-(1-methyl-1-phenylethyl)isoindolinone). Product: COC1=C2C(N(C(C2=C(C=C1)I)=O)C(C)(C1=CC=CC=C1)C)O (4-methoxy-3-hydroxy-7-iodo-2-(1-methyl-1-phenylethyl)isoindolinone). Solvent: C1CCOC1 (THF). The reactants are CC(C(C[N+](=O)[O-])O)CC(C)C (3,5-dimethyl-1-nitro-2-hexanol), S(=O)(Cl)Cl (thionyl chloride). The reagents and catalysts are CN(C=O)C (N,N-dimethylformamide). Run in C1(=CC=CC=C1)C (toluene). Reaction conditions: temperature 80 celsius, time 2.5 hour. The product is ClC(C[N+](=O)[O-])C(CC(C)C)C (2-chloro-3,5-dimethyl-1-nitrohexane). The yield is 67.9%. Reaction SMILES: [CH3:1][CH:2]([CH2:9][CH:10]([CH3:12])[CH3:11])[CH:3](O)[CH2:4][N+:5]([O-:7])=[O:6].S(Cl)([Cl:15])=O>C1(C)C=CC=CC=1.CN(C)C=O>[Cl:15][CH:3]([CH:2]([CH3:1])[CH2:9][CH:10]([CH3:12])[CH3:11])[CH2:4][N+:5]([O-:7])=[O:6]. Reported procedure: After dissolving 2.0 g of 3,5-dimethyl-1-nitro-2-hexanol in 15 ml of toluene, 4.1 g of thionyl chloride and two drops of N,N-dimethylformamide were added thereto, and the solution was stirred for 2.5 hours at 80° C. The solution was cooled to room temperature and concentrated, and then purified by silica gel chromatography (hexane/ethyl acetate=8/1), thereby obtaining 1.5 g of 2-chloro-3,5-dimethyl-1-nitrohexane (yield: 72.4%). Run in O1CCOCC1 (dioxane). As a reaction SMILES: [ClH:1].[N:2]1[CH:7]=[CH:6][CH:5]=[CH:4][C:3]=1[C:8]#[C:9][CH2:10][CH2:11][N:12]1[N:16]=[C:15]2[CH:17]=[CH:18][CH:19]=[CH:20][C:14]2=[N:13]1>O1CCOCC1>[ClH:1].[N:2]1[CH:7]=[CH:6][CH:5]=[CH:4][C:3]=1[C:8]#[C:9][CH2:10][CH2:11][N:12]1[N:16]=[C:15]2[CH:17]=[CH:18][CH:19]=[CH:20][C:14]2=[N:13]1 |f:3.4|. Starting materials: Cl (HCl), N1=C(C=CC=C1)C#CCCN1N=C2C(=N1)C=CC=C2 (2-(4-(pyridin-2-yl)but-3-ynyl)-2H-benzo[d][1,2,3]triazole). Isolated yield 60.0%. Procedure: A solution of HCl (0.8 N, 906 μl) was added to a solution of 2-(4-(pyridin-2-yl)but-3-ynyl)-2H-benzo[d][1,2,3]triazole (90 mg) in dioxane (5 mL). The reaction mixture was cooled in the fridge for 1 hour. The resulting precipitate was filtered, washed with cold dioxane and diethyl ether and dried to yield 2-(4-(pyridin-2-yl)but-3-ynyl)-2H-benzo[d][1,2,3]triazole hydrochloride (99 mg, 0.35 mmol, 60%) as a white solid. Product: Cl.N1=C(C=CC=C1)C#CCCN1N=C2C(=N1)C=CC=C2 (2-(4-(pyridin-2-yl)but-3-ynyl)-2H-benzo[d][1,2,3]triazole hydrochloride). Starting materials: CCOC(C)=O, CC(C)c1oc2c(C=O)c(OCc3ccccc3)ccc2c(=O)c1-c1ccc(Cl)cc1, CO, CCCCCC, O=C(OO)c1cccc(Cl)c1, ClCCl, [K+], [OH-]. Yields the product CC(C)c1oc2c(O)c(OCc3ccccc3)ccc2c(=O)c1-c1ccc(Cl)cc1. As a reaction SMILES: [C:50]([O:51][CH2:52][CH3:53])(=[O:54])[CH3:55].[CH2:1]([c:2]1[cH:3][cH:4][cH:5][cH:6][cH:7]1)[O:8][c:9]1[cH:10][cH:11][c:12]2[c:13](=[O:31])[c:14](-[c:24]3[cH:25][cH:26][c:27]([Cl:30])[cH:28][cH:29]3)[c:15]([CH:21]([CH3:22])[CH3:23])[o:16][c:17]2[c:18]1[CH:19]=[O:20].[CH3:48][OH:49].[CH3:56][CH2:57][CH2:58][CH2:59][CH2:60][CH3:61].[Cl:32][c:33]1[cH:34][cH:35][cH:36][c:37]([C:38]([O:39][OH:41])=[O:40])[cH:42]1.[Cl:45][CH2:46][Cl:47].[K+:44].[OH-:43]>>[CH2:1]([c:2]1[cH:3][cH:4][cH:5][cH:6][cH:7]1)[O:8][c:9]1[cH:10][cH:11][c:12]2[c:13](=[O:31])[c:14](-[c:24]3[cH:25][cH:26][c:27]([Cl:30])[cH:28][cH:29]3)[c:15]([CH:21]([CH3:22])[CH3:23])[o:16][c:17]2[c:18]1[OH:40]. Reactants: C(#N)C=1C(=C(C=C2C(C(=CN(C12)C1CC1)C(=O)O)=O)F)N1C[C@@H]2CCCN[C@@H]2C1 (8-cyano-1-cyclopropyl-7-((1S,6S)-2,8-diazabicyclo[4.3.0]nonan-8-yl)-6-fluoro-1,4-dihydro-4-oxo-3-quinolinecarboxylic acid), BrCC=1OC(OC1C)=O (4-bromomethyl-5-methyl-1,3-dioxol-2-one), C([O-])(O)=O.[K+] (potassium bicarbonate). Run in CN(C=O)C (dimethylformamide). The product is C(#N)C=1C(=C(C=C2C(C(=CN(C12)C1CC1)C(=O)O)=O)F)N1C[C@@H]2CCCN([C@@H]2C1)CC=1OC(OC1C)=O (8-Cyano-1-cyclopropyl-7-[(1S,6S)-2-(5methyl-2-oxo-1,3-dioxol-4-yl)methyl-2,8-diazabicyclo[4.3.0]nonan-8-yl)-6-fluoro-1,4-dihydro-4-oxo-3-quinolinecarboxylic acid). As a reaction SMILES: [C:1]([C:3]1[C:4]([N:21]2[CH2:29][C@@H:28]3[C@@H:23]([CH2:24][CH2:25][CH2:26][NH:27]3)[CH2:22]2)=[C:5]([F:20])[CH:6]=[C:7]2[C:12]=1[N:11]([CH:13]1[CH2:15][CH2:14]1)[CH:10]=[C:9]([C:16]([OH:18])=[O:17])[C:8]2=[O:19])#[N:2].Br[CH2:31][C:32]1[O:33][C:34](=[O:38])[O:35][C:36]=1[CH3:37].C(=O)(O)[O-].[K+]>CN(C)C=O>[C:1]([C:3]1[C:4]([N:21]2[CH2:29][C@@H:28]3[C@@H:23]([CH2:24][CH2:25][CH2:26][N:27]3[CH2:31][C:32]3[O:33][C:34](=[O:38])[O:35][C:36]=3[CH3:37])[CH2:22]2)=[C:5]([F:20])[CH:6]=[C:7]2[C:12]=1[N:11]([CH:13]1[CH2:14][CH2:15]1)[CH:10]=[C:9]([C:16]([OH:18])=[O:17])[C:8]2=[O:19])#[N:2] |f:2.3|. Procedure details: 100 mg (0.25 mmol) of 8-cyano-1-cyclopropyl-7-((1S,6S)-2,8-diazabicyclo[4.3.0]nonan-8-yl)-6-fluoro-1,4-dihydro-4-oxo-3-quinolinecarboxylic acid, 59 mg (0.30 mmol) of 4-bromomethyl-5-methyl-1,3-dioxol-2-one and 30 mg of potassium bicarbonate are heated at 140° C. in 2 ml of dimethylformamide for 30 minutes. The reaction solution is concentrated in vacuo, the residue is taken up in methylene chloride and the mixture is washed with water. The organic phase is dried over magnesium sulfate and concen... The reactants are COc1nc(N(C(=O)OC(C)(C)C)C(=O)OC(C)(C)C)nc2c1ncn2O, CCOP(=O)(COC(CO)COCc1ccccc1)OCC, C1CCOC1, CCOC(=O)N=NC(=O)OCC, c1ccc(P(c2ccccc2)c2ccccc2)cc1. Yields the product CCOP(=O)(COC(COCc1ccccc1)COn1cnc2c(OC)nc(N(C(=O)OC(C)(C)C)C(=O)OC(C)(C)C)nc21)OCC. As a reaction SMILES: [C:42]([CH3:43])([CH3:44])([CH3:45])[O:46][C:47](=[O:48])[N:49]([c:50]1[n:51][c:52]([O:60][CH3:61])[c:53]2[n:54][cH:55][n:56]([OH:59])[c:57]2[n:58]1)[C:62](=[O:63])[O:64][C:65]([CH3:66])([CH3:67])[CH3:68].[CH2:1]([c:2]1[cH:3][cH:4][cH:5][cH:6][cH:7]1)[O:8][CH2:9][CH:10]([O:11][CH2:12][P:13]([O:14][CH2:15][CH3:16])([O:17][CH2:18][CH3:19])=[O:20])[CH2:21][OH:22].[CH2:81]1[O:82][CH2:83][CH2:84][CH2:85]1.[O:69]=[C:70]([O:71][CH2:72][CH3:73])[N:74]=[N:75][C:76]([O:77][CH2:78][CH3:79])=[O:80].[c:23]1([P:24]([c:25]2[cH:26][cH:27][cH:28][cH:29][cH:30]2)[c:31]2[cH:32][cH:33][cH:34][cH:35][cH:36]2)[cH:37][cH:38][cH:39][cH:40][cH:41]1>>[CH2:1]([c:2]1[cH:3][cH:4][cH:5][cH:6][cH:7]1)[O:8][CH2:9][CH:10]([O:11][CH2:12][P:13]([O:14][CH2:15][CH3:16])([O:17][CH2:18][CH3:19])=[O:20])[CH2:21][O:22][n:56]1[cH:55][n:54][c:53]2[c:52]([O:60][CH3:61])[n:51][c:50]([N:49]([C:47]([O:46][C:42]([CH3:43])([CH3:44])[CH3:45])=[O:48])[C:62](=[O:63])[O:64][C:65]([CH3:66])([CH3:67])[CH3:68])[n:58][c:57]21. Starting materials: ClCCC1CC2=C(C(N(C1)C)=O)C=CC=N2 (8-(2-chloroethyl)-6,7,8,9-tetrahydro-6-methyl-5H-pyrido[3,2-c]azepin-5-one), CC1NCCC1 (2-methylpyrrolidine). The solvent is C(C)O (ethanol). Yields the product CC1N(CCC1)CCC1CC2=C(C(N(C1)C)=O)C=CC=N2 (8-[2-(2-Methyl-1-pyrrolidinyl)ethyl]-6,7,8,9-tetrahydro-6-methyl-5H-pyrido[3,2-c]azepin-5-one). RXN SMILES: Cl[CH2:2][CH2:3][CH:4]1[CH2:10][N:9]([CH3:11])[C:8](=[O:12])[C:7]2[CH:13]=[CH:14][CH:15]=[N:16][C:6]=2[CH2:5]1.[CH3:17][CH:18]1[CH2:22][CH2:21][CH2:20][NH:19]1>C(O)C>[CH3:17][CH:18]1[CH2:22][CH2:21][CH2:20][N:19]1[CH2:2][CH2:3][CH:4]1[CH2:10][N:9]([CH3:11])[C:8](=[O:12])[C:7]2[CH:13]=[CH:14][CH:15]=[N:16][C:6]=2[CH2:5]1. Reported procedure: To a solution of 8-(2-chloroethyl)-6,7,8,9-tetrahydro-6-methyl-5H-pyrido[3,2-c]azepin-5-one in ethanol was added 2-methylpyrrolidine. The solution is heated to reflux for several hours and ethanol is removed by evaporation. The residue is partitioned between dilute aqueous base and chloroform and the chloroform layer concentrated and the title compound isolated by an appropriate technique, e.g., distillation. Reactants: C1(=CC=CC=C1)C1=CC=2N(N=C1OCC=1N(N=CN1)COCC[Si](C)(C)C)C(=NN2)C2=NC=CN=C2 (7-Phenyl-3-(pyrazin-2-yl)-6-[2-(2-(trimethylsilyl)ethoxymethyl)-2H-1,2,4-triazol-3-ylmethoxy]-1,2,4-triazolo[4,3-b]pyridazine), Cl (hydrochloric acid), C([O-])([O-])=O.[Na+].[Na+] (sodium carbonate). The solvent is C(C)O (ethanol). Conditions: temperature 65 celsius. The product is C1(=CC=CC=C1)C1=CC=2N(N=C1OCC1=NNC=N1)C(=NN2)C2=NC=CN=C2 (7-Phenyl-3-(pyrazin-2-yl)-6-(1H-1,2,4-triazol-3-ylmethoxy)-1,2,4-triazolo[4,3-b]pyridazine). Reaction SMILES: [C:1]1([C:7]2[C:12]([O:13][CH2:14][C:15]3[N:16](COCC[Si](C)(C)C)[N:17]=[CH:18][N:19]=3)=[N:11][N:10]3[C:28]([C:31]4[CH:36]=[N:35][CH:34]=[CH:33][N:32]=4)=[N:29][N:30]=[C:9]3[CH:8]=2)[CH:6]=[CH:5][CH:4]=[CH:3][CH:2]=1.Cl.C(=O)([O-])[O-].[Na+].[Na+]>C(O)C>[C:1]1([C:7]2[C:12]([O:13][CH2:14][C:15]3[N:19]=[CH:18][NH:17][N:16]=3)=[N:11][N:10]3[C:28]([C:31]4[CH:36]=[N:35][CH:34]=[CH:33][N:32]=4)=[N:29][N:30]=[C:9]3[CH:8]=2)[CH:2]=[CH:3][CH:4]=[CH:5][CH:6]=1 |f:2.3.4|. Procedure: The product from Example 3 step b) (0.3 g) was suspended in ethanol (10 ml) with 2 N hydrochloric acid (21 ml) and heated at 65° C. for 5.5 h. Saturated sodium carbonate solution was added dropwise until a solid precipitated and this was collected by filtration and washed several times with water in the sinter funnel. The solid was recrystallised from methanol to give the required product (0.115 g, m.p. 255° C.). 1H NMR (360 MHz, DMSO) δ 5.64 (2H, s), 7.50 (3H, m), 7.62 (2H, m), 8.08 (1H, s), 8....